From a dataset of the Open Reaction Database (ORD), a public repository of structured organic reaction records. describe an organic reaction: reactants, conditions, products, and yield Reactants: C(C)OC(=O)CC(=O)N1N(CCCC1C(=O)OC(C)(C)C)C(=O)OCC1=CC=CC=C1 (1-benzyl 3-tert.butyl 2-(2-ethoxycarbonylacetyl)hexahydropyridazine-1,3-dicarboxylate). The reagents and catalysts are [Pd] (palladium/carbon). The solvent is CO (methanol). Product: C(C)OC(=O)CC(=O)N1NCCCC1C(=O)OC(C)(C)C (tert.butyl 2-(2-ethoxycarbonylacetyl)hexahydropyridazine-3-carboxylate). Isolated yield 96.6%. As a reaction SMILES: [CH2:1]([O:3][C:4]([CH2:6][C:7]([N:9]1[CH:14]([C:15]([O:17][C:18]([CH3:21])([CH3:20])[CH3:19])=[O:16])[CH2:13][CH2:12][CH2:11][N:10]1C(OCC1C=CC=CC=1)=O)=[O:8])=[O:5])[CH3:2]>CO.[Pd]>[CH2:1]([O:3][C:4]([CH2:6][C:7]([N:9]1[CH:14]([C:15]([O:17][C:18]([CH3:19])([CH3:21])[CH3:20])=[O:16])[CH2:13][CH2:12][CH2:11][NH:10]1)=[O:8])=[O:5])[CH3:2]. Procedure details: A solution of 25.3g of 1-benzyl 3-tert.butyl 2-(2-ethoxycarbonylacetyl)hexahydropyridazine-1,3-dicarboxylate in 500 ml of methanol was hydrogenated over 2.3g of 10% palladium/carbon at room temperature and under atmospheric pressure. The catalyst was removed by filtration. Evaporation of the filtrate and recrystallization of the residue from hexane gave 16.9 g (97%) of tert.butyl 2-(2-ethoxycarbonylacetyl)hexahydropyridazine-3-carboxylate having a melting point of 86°-87° C. The reactants are CCCCCCCCCC(=O)O, [Cl-], Cl, O=C(O)c1ccc(O)cc1, c1ccncc1. Yields the product CCCCCCCCCC(=O)Oc1ccc(C(=O)O)cc1. As a reaction SMILES: [C:12]([CH2:13][CH2:14][CH2:15][CH2:16][CH2:17][CH2:18][CH2:19][CH2:20][CH3:21])(=[O:22])[OH:23].[Cl-:11].[ClH:24].[OH:1][c:2]1[cH:3][cH:4][c:5]([C:6](=[O:7])[OH:8])[cH:9][cH:10]1.[cH:25]1[cH:26][cH:27][n:28][cH:29][cH:30]1>>[O:1]([c:2]1[cH:3][cH:4][c:5]([C:6](=[O:7])[OH:8])[cH:9][cH:10]1)[C:12]([CH2:13][CH2:14][CH2:15][CH2:16][CH2:17][CH2:18][CH2:19][CH2:20][CH3:21])=[O:22].